This data is from the Open Reaction Database (ORD), a public repository of structured organic reaction records. The task is: describe an organic reaction: reactants, conditions, products, and yield Reactants: CC(C)CCON=O, [I-], ICI, N#Cc1cccc(-n2c(-c3cccc(F)c3)nc3c(Cl)nc(N)nc32)c1, C1CCOC1. The product is N#Cc1cccc(-n2c(-c3cccc(F)c3)nc3c(Cl)nc(I)nc32)c1. As a reaction SMILES: [CH3:27][CH:28]([CH2:29][CH2:30][O:31][N:32]=[O:33])[CH3:34].[I-:38].[I:35][CH2:36][I:37].[NH2:1][c:2]1[n:3][c:4]([Cl:26])[c:5]2[n:6][c:7](-[c:19]3[cH:20][c:21]([F:25])[cH:22][cH:23][cH:24]3)[n:8](-[c:11]3[cH:12][c:13]([C:14]#[N:15])[cH:16][cH:17][cH:18]3)[c:9]2[n:10]1.[O:39]1[CH2:40][CH2:41][CH2:42][CH2:43]1>>[c:2]1([I:35])[n:3][c:4]([Cl:26])[c:5]2[n:6][c:7](-[c:19]3[cH:20][c:21]([F:25])[cH:22][cH:23][cH:24]3)[n:8](-[c:11]3[cH:12][c:13]([C:14]#[N:15])[cH:16][cH:17][cH:18]3)[c:9]2[n:10]1.